Dataset: the Open Reaction Database (ORD), a public repository of structured organic reaction records. Task: describe an organic reaction: reactants, conditions, products, and yield Reactants: BrC=1C(=C(C2=CC=CC=C2C1OC)OC)CC(C(=O)OCC)C (Ethyl (2R/S)-3-(3-bromo-1,4-dimethoxynaphthalen-2-yl)-2-methylpropionate), C(Cl)Cl (CH2Cl2), BrC1=C(C(C2=CC=CC=C2C1=O)=O)C(C(=O)OCC)C (Ethyl (3-bromo-1,4-naphthoquinon-2-yl)-propionate). The solvent is CCCCCC (hexane). The product is BrC1=C(C(C2=CC=CC=C2C1=O)=O)CC(C(=O)OCC)C (Ethyl (2R/S)-3-(3-bromo-1,4-naphthoquinon-2-yl)-2-methylpropionate), product. The yield is 26.5%. As a reaction SMILES: [Br:1][C:2]1[C:3]([CH2:16][CH:17]([CH3:23])[C:18]([O:20][CH2:21][CH3:22])=[O:19])=[C:4]([O:14]C)[C:5]2[C:10]([C:11]=1[O:12]C)=[CH:9][CH:8]=[CH:7][CH:6]=2.BrC1C(=O)C2C(=CC=CC=2)C(=O)C=1C(C)C(OCC)=O.C(Cl)Cl>CCCCCC>[Br:1][C:2]1[C:11](=[O:12])[C:10]2[C:5](=[CH:6][CH:7]=[CH:8][CH:9]=2)[C:4](=[O:14])[C:3]=1[CH2:16][CH:17]([CH3:23])[C:18]([O:20][CH2:21][CH3:22])=[O:19]. Procedure details: Compound 68b was prepared from 67b (0.258 g, 0.678 mmol) as described above for 68a to give 0.064 g (0.18 mmol, 27%) of the product as a yellow solid following flash chromatography (3:1 CH2Cl2:hexane). Product: [Si](C)(C)(C(C)(C)C)O[C@H](C(=O)C1=C(C(=CC=C1)C(F)(F)F)F)C ((S)-2-(tert-butyldimethylsilyloxy)-1-(2-fluoro-3-(trifluoromethyl)phenyl)propan-1-one). Reaction SMILES: Br[C:2]1[CH:7]=[CH:6][C:5]([C:8]([F:11])([F:10])[F:9])=[C:4]([F:12])[CH:3]=1.C([Li])CCC.[Si:18]([O:25][C@@H:26]([CH3:34])[C:27](N1CCCC1)=[O:28])([C:21]([CH3:24])([CH3:23])[CH3:22])([CH3:20])[CH3:19]>C1COCC1>[Si:18]([O:25][C@@H:26]([CH3:34])[C:27]([C:3]1[CH:2]=[CH:7][CH:6]=[C:5]([C:8]([F:11])([F:10])[F:9])[C:4]=1[F:12])=[O:28])([C:21]([CH3:24])([CH3:23])[CH3:22])([CH3:20])[CH3:19]. Starting materials: [Si](C)(C)(C(C)(C)C)O[C@H](C(=O)N1CCCC1)C ((S)-2-(tert-butyldimethylsilyloxy)-1-(pyrrolidin-1-yl)propan-1-one), aryl lithium, BrC1=CC(=C(C=C1)C(F)(F)F)F (4-bromo-2-fluoro-1-(trifluoromethyl)benzene), C(CCC)[Li] (butyl lithium). Reported procedure: To a solution of 4-bromo-2-fluoro-1-(trifluoromethyl)benzene (4.93 g, 20.3 mmol) in THF (50 mL) cooled to −78° C. was added slowly over 10 min butyl lithium (8.11 mL, 20.3 mmol, 2.5 M in hexanes). The reaction was transferred via cannula to a cooled solution (−78° C.) of 110 (4.35 g, 16.9 mmol) in THF (50 mL). The reaction was stirred for 10 min after all aryl lithium was added. The reaction was quenched with H2O and extracted with DCM. The organic layer was concentrated and the resulting residu... Run in C1CCOC1 (THF), C1CCOC1 (THF). Starting materials: CN, CC12CC(F)C3c4ccc(O)cc4CC(CCCCCI)C3C1CCC2=O. As a reaction SMILES: [CH3:1][NH2:2].[F:3][CH:4]1[CH:5]2[c:6]3[cH:7][cH:8][c:9]([OH:29])[cH:10][c:11]3[CH2:12][CH:13]([CH2:23][CH2:24][CH2:25][CH2:26][CH2:27][I:28])[CH:14]2[CH:15]2[CH2:16][CH2:17][C:18](=[O:22])[C:19]2([CH3:20])[CH2:21]1>>[CH3:1][NH:2][CH2:27][CH2:26][CH2:25][CH2:24][CH2:23][CH:13]1[CH2:12][c:11]2[c:6]([cH:7][cH:8][c:9]([OH:29])[cH:10]2)[CH:5]2[CH:4]([F:3])[CH2:21][C:19]3([CH3:20])[CH:15]([CH:14]21)[CH2:16][CH2:17][C:18]3=[O:22]. Yields the product CNCCCCCC1Cc2cc(O)ccc2C2C(F)CC3(C)C(=O)CCC3C12. Reaction SMILES: [C:1]([O:9][CH:10]1[CH2:15][C:14]([CH3:17])([CH3:16])[N:13]([OH:18])[C:12]([CH3:20])([CH3:19])[CH2:11]1)(=[O:8])[C:2]1[CH:7]=[CH:6][CH:5]=[CH:4][CH:3]=1.S([O-])([O-])(=O)=O.[Mg+2].[CH2:27](I)[CH3:28].NO.[H-].[Na+]>[Pd].CS(C)=O.O1CCCC1.O>[C:1]([O:9][CH:10]1[CH2:11][C:12]([CH3:20])([CH3:19])[N:13]([O:18][CH2:27][CH3:28])[C:14]([CH3:16])([CH3:17])[CH2:15]1)(=[O:8])[C:2]1[CH:3]=[CH:4][CH:5]=[CH:6][CH:7]=1 |f:1.2,5.6|. The reactants are [H-].[Na+] (sodium hydride), C(C1=CC=CC=C1)(=O)OC1CC(N(C(C1)(C)C)O)(C)C (4-benzoyloxy-1-oxyl-2,2,6,6-tetramethylpiperidine), S(=O)(=O)([O-])[O-].[Mg+2] (magnesium sulfate), NO (hydroxylamine), C(C)I (ethyl iodide), NO (hydroxylamine). Reagents/catalysts: [Pd] (palladium on carbon). Solvent: CS(=O)C (dimethyl sulfoxide), O1CCCC1 (tetrahydrofuran), O (water), O1CCCC1 (tetrahydrofuran). The product is C(C1=CC=CC=C1)(=O)OC1CC(N(C(C1)(C)C)OCC)(C)C (4-Benzoyloxy-1-ethoxy-2,2,6,6-tetramethylpiperidine). Reported procedure: A mixture of 28.3 grams (102 mmol) of 4-benzoyloxy-1-oxyl-2,2,6,6-tetramethylpiperidine, 5.0 grams of magnesium sulfate, 1.0 gram of 5% palladium on carbon, and 100 ml of anhydrous tetrahydrofuran is hydrogenated (50 psi, room temperature) in a Parr apparatus. Solids are removed by filtration, and ethyl iodide (32.1 grams, 206 mmol) is added to the crude hydroxylamine solution. A solution obtained by refluxing a suspension of 3.7 grams (154 mmol) of sodium hydride in 50 ml of dimethyl sulfoxide ... Isolated yield 48.5%. Reactants: C(C)OC(C=C(C)C1=CC2=C(S1)C=CC=C2C2=C(C(=CC(=C2)C(C)C)C(C)C)OCC)=O (3-[4-(2-ethoxy-3,5-di-iso-propylphenyl)-benzo[b]thien-2-yl]-but-2-enoic acid ethyl ester), C1CCOC1 (THF), [Li+].[OH-] (LiOH). Solvent: CO (methanol). The product is C(C)OC1=C(C=C(C=C1C(C)C)C(C)C)C1=CC=CC=2SC(=CC21)C(=CC(=O)O)C (3-[4-(2-Ethoxy-3,5-di-iso-propylphenyl)-benzo[b]thien-2-yl]-but-2-enoic acid). Reaction SMILES: C([O:3][C:4](=[O:32])[CH:5]=[C:6]([C:8]1[S:12][C:11]2[CH:13]=[CH:14][CH:15]=[C:16]([C:17]3[CH:22]=[C:21]([CH:23]([CH3:25])[CH3:24])[CH:20]=[C:19]([CH:26]([CH3:28])[CH3:27])[C:18]=3[O:29][CH2:30][CH3:31])[C:10]=2[CH:9]=1)[CH3:7])C.C1COCC1.[Li+].[OH-]>CO>[CH2:30]([O:29][C:18]1[C:19]([CH:26]([CH3:28])[CH3:27])=[CH:20][C:21]([CH:23]([CH3:24])[CH3:25])=[CH:22][C:17]=1[C:16]1[C:10]2[CH:9]=[C:8]([C:6]([CH3:7])=[CH:5][C:4]([OH:32])=[O:3])[S:12][C:11]=2[CH:13]=[CH:14][CH:15]=1)[CH3:31] |f:2.3|. Procedure: A mixture of 0.450 mmol of 3-[4-(2-ethoxy-3,5-di-iso-propylphenyl)-benzo[b]thien-2-yl]-but-2-enoic acid ethyl ester, 3 mL of THF, 3 mL of methanol and 1 mL of LiOH (2N aqueous) was refluxed for 2 hours. After cooling at room temperature, the mixture was acidified to pH=2 and extracted with ethyl acetate. The organic layer was dried over MgSO4 and after evaporation of the solvents, the crude acid was recrystallized from acetonitrile. 3-[4-(2-Ethoxy-3,5-di-iso-propylphenyl)-benzo[b]thien-2-yl]-but... Reactants: [BH4-], CO, [Na+], O=C1CCc2cccc(N3CCN(CCCCOc4ccc5c(n4)NC(=O)CC5)CC3)c2C1. Yields the product O=C1CCc2ccc(OCCCCN3CCN(c4cccc5c4CC(O)CC5)CC3)nc2N1. Reaction SMILES: [BH4-:34].[CH3:36][OH:37].[Na+:35].[O:1]=[C:2]1[CH2:3][CH2:4][c:5]2[cH:6][cH:7][cH:8][c:9]([N:12]3[CH2:13][CH2:14][N:15]([CH2:18][CH2:19][CH2:20][CH2:21][O:22][c:23]4[cH:24][cH:25][c:26]5[c:31]([n:32]4)[NH:30][C:29](=[O:33])[CH2:28][CH2:27]5)[CH2:16][CH2:17]3)[c:10]2[CH2:11]1>>[OH:1][CH:2]1[CH2:3][CH2:4][c:5]2[cH:6][cH:7][cH:8][c:9]([N:12]3[CH2:13][CH2:14][N:15]([CH2:18][CH2:19][CH2:20][CH2:21][O:22][c:23]4[cH:24][cH:25][c:26]5[c:31]([n:32]4)[NH:30][C:29](=[O:33])[CH2:28][CH2:27]5)[CH2:16][CH2:17]3)[c:10]2[CH2:11]1.